From a dataset of the Open Reaction Database (ORD), a public repository of structured organic reaction records. describe an organic reaction: reactants, conditions, products, and yield Reactants: CC(C)(C)c1ocnc1C=C(O)C(=O)O, CC(C)=O, O=[Mn]=O. The product is CC(C)(C)c1ocnc1C=O. As a reaction SMILES: [C:1]([CH3:2])([CH3:3])([CH3:4])[c:5]1[c:6]([CH:10]=[C:11]([OH:12])[C:13]([OH:14])=[O:15])[n:7][cH:8][o:9]1.[CH3:16][C:17]([CH3:18])=[O:19].[O:20]=[Mn:21]=[O:22]>>[C:1]([CH3:2])([CH3:3])([CH3:4])[c:5]1[c:6]([CH:10]=[O:19])[n:7][cH:8][o:9]1.